From a dataset of the Open Reaction Database (ORD), a public repository of structured organic reaction records. describe an organic reaction: reactants, conditions, products, and yield Reactants: CCCCN(C)Cc1ccc(C(=O)OC)s1, CO, [Li+], C1COCCO1, [OH-], O, O. Product: CCCCN(C)Cc1ccc(C(=O)O)s1. Reaction SMILES: [CH2:1]([CH2:2][CH2:3][CH3:4])[N:5]([CH3:6])[CH2:7][c:8]1[cH:9][cH:10][c:11]([C:13](=[O:14])[O:15][CH3:16])[s:12]1.[CH3:21][OH:22].[Li+:19].[O:23]1[CH2:24][CH2:25][O:26][CH2:27][CH2:28]1.[OH-:18].[OH2:17].[OH2:20]>>[CH2:1]([CH2:2][CH2:3][CH3:4])[N:5]([CH3:6])[CH2:7][c:8]1[cH:9][cH:10][c:11]([C:13](=[O:14])[OH:15])[s:12]1. The reactants are CC(C)(C)CC(=O)Nc1c(Cl)cc(Br)cc1C(F)(F)F, CC(C)(C)[O-], Cc1ccccc1, CN(C)c1ccccc1-c1ccccc1P(C1CCCCC1)C1CCCCC1, Clc1ccc2c(c1)CCNC2, Cl, [K+]. Product: CC(C)(C)CC(=O)Nc1c(Cl)cc(N2CCc3cc(Cl)ccc3C2)cc1C(F)(F)F. RXN SMILES: [Br:47][c:48]1[cH:49][c:50]([Cl:66])[c:51]([NH:58][C:59]([CH2:60][C:61]([CH3:62])([CH3:63])[CH3:64])=[O:65])[c:52]([C:54]([F:55])([F:56])[F:57])[cH:53]1.[CH3:29][C:30]([CH3:31])([O-:32])[CH3:33].[CH3:67][c:68]1[cH:69][cH:70][cH:71][cH:72][cH:73]1.[CH:1]1([P:2]([CH:3]2[CH2:4][CH2:5][CH2:6][CH2:7][CH2:8]2)[c:9]2[cH:10][cH:11][cH:12][cH:13][c:14]2-[c:15]2[cH:16][cH:17][cH:18][cH:19][c:20]2[N:21]([CH3:22])[CH3:23])[CH2:24][CH2:25][CH2:26][CH2:27][CH2:28]1.[Cl:36][c:37]1[cH:38][c:39]2[c:44]([cH:45][cH:46]1)[CH2:43][NH:42][CH2:41][CH2:40]2.[ClH:35].[K+:34]>>[Cl:36][c:37]1[cH:38][c:39]2[c:44]([cH:45][cH:46]1)[CH2:43][N:42]([c:48]1[cH:49][c:50]([Cl:66])[c:51]([NH:58][C:59]([CH2:60][C:61]([CH3:62])([CH3:63])[CH3:64])=[O:65])[c:52]([C:54]([F:55])([F:56])[F:57])[cH:53]1)[CH2:41][CH2:40]2. Reactants: COC(=O)c1ccc(CCl)cc1, COCCOC, [Zn], Cc1ccccc1C(=O)Cl. The product is COC(=O)c1ccc(CC(=O)c2ccccc2C)cc1. Reaction SMILES: [CH3:1][O:2][C:3]([c:4]1[cH:5][cH:6][c:7]([CH2:10][Cl:11])[cH:8][cH:9]1)=[O:12].[CH3:23][O:24][CH2:25][CH2:26][O:27][CH3:28].[Zn:29].[c:13]1([CH3:22])[c:14]([C:19](=[O:20])[Cl:21])[cH:15][cH:16][cH:17][cH:18]1>>[CH3:1][O:2][C:3]([c:4]1[cH:5][cH:6][c:7]([CH2:10][C:19]([c:14]2[c:13]([CH3:22])[cH:18][cH:17][cH:16][cH:15]2)=[O:20])[cH:8][cH:9]1)=[O:12]. Starting materials: FC1=CC=C(C=C1)NC1(CCN(CC1)C1CC2=CC=CC3=CC=CC1=C23)C#N ((RS)-4-(4-fluoro-phenylamino)-1-(acenaphthen-1-yl)-piperidine-4-carbonitrile), C(\C=C\C(=O)O)(=O)O (fumaric acid). The solvent is C(C)OCC (diethyl ether). Product: C(\C=C\C(=O)O)(=O)O.C1(CC2=CC=CC3=CC=CC1=C23)N2CCC3(CC(N3C3=CC=C(C=C3)F)=O)CC2 ((RS)-7-Acenaphthen-1-yl-1-(4-fluoro-phenyl)-1,7-diaza-spiro[3.5]nonan-2-one fumarate). As a reaction SMILES: [F:1][C:2]1[CH:7]=[CH:6][C:5]([NH:8][C:9]2([C:27]#N)[CH2:14][CH2:13][N:12]([CH:15]3[C:25]4=[C:26]5[C:21](=[CH:22][CH:23]=[CH:24]4)[CH:20]=[CH:19][CH:18]=[C:17]5[CH2:16]3)[CH2:11][CH2:10]2)=[CH:4][CH:3]=1.[C:29]([OH:36])(=[O:35])/[CH:30]=[CH:31]/[C:32]([OH:34])=[O:33]>C(OCC)C>[C:29]([OH:36])(=[O:35])/[CH:30]=[CH:31]/[C:32]([OH:34])=[O:33].[CH:15]1([N:12]2[CH2:11][CH2:10][C:9]3([N:8]([C:5]4[CH:4]=[CH:3][C:2]([F:1])=[CH:7][CH:6]=4)[C:32](=[O:33])[CH2:27]3)[CH2:14][CH2:13]2)[C:25]2=[C:26]3[C:21](=[CH:22][CH:23]=[CH:24]2)[CH:20]=[CH:19][CH:18]=[C:17]3[CH2:16]1 |f:3.4|. Procedure: Reaction of (RS)-4-(4-fluoro-phenylamino)-1-(acenaphthen-1-yl)-piperidine-4-carbonitrile in accordance with the general method of example 1 and treatment of the base with fumaric acid in diethyl ether yielded the title compound, white solid, m.p. 210° C. and MS: m/e=387.2 (M+H+). The reactants are O1C(OCC1)C(CNC(C1=CC(=C(C=C1)Br)C)=O)C (N-[2-(1,3-Dioxolan-2-yl)propyl]-4-bromo-3-methylbenzamide), polyphosphoric acid. The solvent is O (water). Conditions: temperature 160 celsius. Yields the product BrC1=C(C=C(C=C1)C=1OC(=CN1)C)C (2-(4-Bromo-3-methylphenyl)-5-methyloxazole). The yield is 89.1%. Reaction SMILES: O1CCO[CH:2]1[CH:6](C)[CH2:7][NH:8][C:9](=[O:18])[C:10]1[CH:15]=[CH:14][C:13]([Br:16])=[C:12]([CH3:17])[CH:11]=1>O>[Br:16][C:13]1[CH:14]=[CH:15][C:10]([C:9]2[O:18][C:6]([CH3:2])=[CH:7][N:8]=2)=[CH:11][C:12]=1[CH3:17]. Procedure details: N-[2-(1,3-Dioxolan-2-yl)propyl]-4-bromo-3-methylbenzamide (D74, 2.8 g, 8.9 mmole) was added portionwise over 5 minutes to well stirred polyphosphoric acid (50 g) at 120° C. under argon, then heated at 160° C. for 35 minutes. The reaction mixture was allowed to cool, then treated with water (200 ml) and stirred well to dissolve the glassy mass. The mixture was extracted with ethyl acetate and the extract washed with 10% Na2CO3 solution and water, then dried (Na2SO4) and concentrated in vacuo. The... Product: N1=CN=CC(=C1)B(O)O (pyrimidine-5-boronic acid), title compound (±)-37. Reaction SMILES: [NH:1]1[CH2:7][C:5](=O)N[C:2]1=O.[Li+].[OH-:9].[O:10]=S(Cl)Cl.CO.[BH4-:16].[Na+].Br[C:19]#[N:20]>>[N:20]1[CH:19]=[C:5]([B:16]([OH:10])[OH:9])[CH:7]=[N:1][CH:2]=1 |f:1.2,3.4,5.6|. Procedure details: In a manner similar to that described previously (Example 1, Steps 1-4 and Example 3, Step 4), compound 37G was subjected to the following sequence: hydantoin formation with (NH4)2CO3/KCN, hydrolysis with LiOH, methyl ester formation with SOCl2/MeOH, reduction with NaBH4, and cyclization with BrCN to provide (±)-37H (LCMS m/z 295/297, MH+). Final Suzuki coupling with pyrimidine-5-boronic acid afforded the title compound (±)-37. LCMS m/z 295 (MH+). The reactants are compound 37G, N1C(=O)NC(=O)C1 (hydantoin), (NH4)2CO3 KCN, [Li+].[OH-] (LiOH), methyl ester, O=S(Cl)Cl.CO (SOCl2 MeOH), [BH4-].[Na+] (NaBH4), BrC#N (BrCN). Starting materials: C1CCOC1, O=C(Cl)C(=O)Cl, O=C(O)c1cc([N+](=O)[O-])cc(S(=O)(=O)O)c1, NCCCCCC(=O)OCc1ccccc1, [Na], c1ccncc1. Product: O=C(CCCCCNC(=O)c1cc([N+](=O)[O-])cc(S(=O)(=O)O)c1)OCc1ccccc1. Reaction SMILES: [CH2:46]1[O:47][CH2:48][CH2:49][CH2:50]1.[Cl:18][C:19]([C:20]([Cl:21])=[O:22])=[O:23].[N+:2](=[O:3])([O-:4])[c:5]1[cH:6][c:7]([C:8](=[O:9])[OH:10])[cH:11][c:12]([S:14](=[O:15])(=[O:16])[OH:17])[cH:13]1.[NH2:24][CH2:25][CH2:26][CH2:27][CH2:28][CH2:29][C:30](=[O:31])[O:32][CH2:33][c:34]1[cH:35][cH:36][cH:37][cH:38][cH:39]1.[Na:1].[cH:40]1[cH:41][cH:42][n:43][cH:44][cH:45]1>>[N+:2](=[O:3])([O-:4])[c:5]1[cH:6][c:7]([C:8](=[O:10])[NH:24][CH2:25][CH2:26][CH2:27][CH2:28][CH2:29][C:30](=[O:31])[O:32][CH2:33][c:34]2[cH:35][cH:36][cH:37][cH:38][cH:39]2)[cH:11][c:12]([S:14](=[O:15])(=[O:16])[OH:17])[cH:13]1.